Dataset: the Open Reaction Database (ORD), a public repository of structured organic reaction records. Task: describe an organic reaction: reactants, conditions, products, and yield Reactants: N1(C=NC=C1)C[C@H](C1=CC=CC=C1)OC1=C(C=2CCCC(C2C=C1)=O)CSC=1C=C(C(=O)O)C=CC1 (3-{[(2-{[(1S)-2-(1H-imidazol-1-yl)-1-phenylethyl]oxy}-5-oxo-5,6,7,8-tetrahydro-1-naphthalenyl)methyl]sulfanyl}benzoic acid), COCCN (2-methoxyethylamine). Yields the product N1(C=NC=C1)C[C@H](C1=CC=CC=C1)OC1=C(C=2CCCC(C2C=C1)=O)CSC=1C=C(C(=O)NCCOC)C=CC1 (3-{[(2-{[(1S)-2-(1H-Imidazol-1-yl)-1-phenylethyl]oxy}-5-oxo-5,6,7,8-tetrahydro-1-naphthalenyl)methyl]sulfanyl}-N-(2-methoxyethyl)benzamide). The yield is 88.2%. As a reaction SMILES: [N:1]1([CH2:6][C@@H:7]([O:14][C:15]2[CH:24]=[CH:23][C:22]3[C:21](=[O:25])[CH2:20][CH2:19][CH2:18][C:17]=3[C:16]=2[CH2:26][S:27][C:28]2[CH:29]=[C:30]([CH:34]=[CH:35][CH:36]=2)[C:31]([OH:33])=O)[C:8]2[CH:13]=[CH:12][CH:11]=[CH:10][CH:9]=2)[CH:5]=[CH:4][N:3]=[CH:2]1.[CH3:37][O:38][CH2:39][CH2:40][NH2:41]>>[N:1]1([CH2:6][C@@H:7]([O:14][C:15]2[CH:24]=[CH:23][C:22]3[C:21](=[O:25])[CH2:20][CH2:19][CH2:18][C:17]=3[C:16]=2[CH2:26][S:27][C:28]2[CH:29]=[C:30]([CH:34]=[CH:35][CH:36]=2)[C:31]([NH:41][CH2:40][CH2:39][O:38][CH3:37])=[O:33])[C:8]2[CH:13]=[CH:12][CH:11]=[CH:10][CH:9]=2)[CH:5]=[CH:4][N:3]=[CH:2]1. Reported procedure: Using the method in Example 172, 3-{[(2-{[(1S)-2-(1H-imidazol-1-yl)-1-phenylethyl]oxy}-5-oxo-5,6,7,8-tetrahydro-1-naphthalenyl)methyl]sulfanyl}benzoic acid (50 mg, 0.10 mmol, 0.20M in DMF) and 2-methoxyethylamine (23 mg, 0.30 mmol, 0.6M in DMF) were combined to give 49 mg of the desired compound: Low resolution mass spectrum (LC-MS, APCI) m/z 556 [M+H]+. Starting materials: C(#N)C1=CC2=C(N(C(=N2)C(C(F)(F)F)(OCC(=O)OCC)C2=C3C=CN(C3=C(C=C2CC)C)S(=O)(=O)C2=CC=C(C)C=C2)COCC[Si](C)(C)C)C=C1 ((±)-ethyl 2-(1-(5-cyano-1-((2-(trimethylsilyl)ethoxy)methyl)-1H-benzo[d]imidazol-2-yl)-1-(5-ethyl-7-methyl-1-tosyl-1H-indol-4-yl)-2,2,2-trifluoroethoxy)acetate), C(#N)C=1C=CC2=C(N(C(=N2)C(C(F)(F)F)(OCC(=O)OCC)C2=C3C=CN(C3=C(C=C2CC)C)S(=O)(=O)C2=CC=C(C)C=C2)COCC[Si](C)(C)C)C1 ((±)-ethyl 2-(1-(6-cyano-1-((2-(trimethylsilyl)ethoxy)methyl)-1H-benzo[d]imidazol-2-yl)-1-(5-ethyl-7-methyl-1-tosyl-1H-indol-4-yl)-2,2,2-trifluoroethoxy)acetate), Cl (HCl), [OH-].[K+] (KOH). Solvent: CCO (EtOH). Conditions: temperature 60 celsius, time 0.5 hour. Product: C(#N)C1=CC2=C(NC(=N2)C(C(F)(F)F)(OCC(=O)O)C2=C3C=CNC3=C(C=C2CC)C)C=C1 ((±)-2-(1-(5-cyano-1H-benzo[d]imidazol-2-yl)-1-(5-ethyl-7-methyl-1H-indol-4-yl)-2,2,2-trifluoroethoxy)acetic acid). As a reaction SMILES: [C:1]([C:3]1[CH:53]=[CH:52][C:6]2[N:7](COCC[Si](C)(C)C)[C:8]([C:10]([C:22]3[C:30]([CH2:31][CH3:32])=[CH:29][C:28]([CH3:33])=[C:27]4[C:23]=3[CH:24]=[CH:25][N:26]4S(C3C=CC(C)=CC=3)(=O)=O)([O:15][CH2:16][C:17]([O:19]CC)=[O:18])[C:11]([F:14])([F:13])[F:12])=[N:9][C:5]=2[CH:4]=1)#[N:2].C(C1C=CC2N=C(C(C3C(CC)=CC(C)=C4C=3C=CN4S(C3C=CC(C)=CC=3)(=O)=O)(OCC(OCC)=O)C(F)(F)F)N(COCC[Si](C)(C)C)C=2C=1)#N.Cl.[OH-].[K+]>CCO>[C:1]([C:3]1[CH:53]=[CH:52][C:6]2[NH:7][C:8]([C:10]([C:22]3[C:30]([CH2:31][CH3:32])=[CH:29][C:28]([CH3:33])=[C:27]4[C:23]=3[CH:24]=[CH:25][NH:26]4)([O:15][CH2:16][C:17]([OH:19])=[O:18])[C:11]([F:12])([F:13])[F:14])=[N:9][C:5]=2[CH:4]=1)#[N:2] |f:3.4|. Procedure: A solution of a mixture of (±)-ethyl 2-(1-(5-cyano-1-((2-(trimethylsilyl)ethoxy)methyl)-1H-benzo[d]imidazol-2-yl)-1-(5-ethyl-7-methyl-1-tosyl-1H-indol-4-yl)-2,2,2-trifluoroethoxy)acetate and (±)-ethyl 2-(1-(6-cyano-1-((2-(trimethylsilyl)ethoxy)methyl)-1H-benzo[d]imidazol-2-yl)-1-(5-ethyl-7-methyl-1-tosyl-1H-indol-4-yl)-2,2,2-trifluoroethoxy)acetate (153 mg, 0.199 mmol) and HCl (1.25 M in MeOH) (1592 μL, 1.990 mmol) was allowed to stir at 60° C. for 0.5 h. The reaction was cooled to rt and concen... Reactants: CCOCC, CO, CC1(C)C(=O)Oc2ccccc21, N. Yields the product CC(C)(C(N)=O)c1ccccc1O. As a reaction SMILES: [CH3:13][CH2:14][O:15][CH2:16][CH3:17].[CH3:19][OH:20].[CH3:1][C:2]1([CH3:12])[C:3](=[O:11])[O:4][c:5]2[c:6]1[cH:7][cH:8][cH:9][cH:10]2.[NH3:18]>>[CH3:1][C:2]([C:3](=[O:11])[NH2:18])([c:6]1[c:5]([OH:4])[cH:10][cH:9][cH:8][cH:7]1)[CH3:12]. Starting materials: [Br-].O=C(C[N+]12CN3CN(CN(C1)C3)C2)C2=CC=CC=C2 (1-(2-oxo-2-phenylethyl)-3,5,7-triaza-1-azoniatricyclo[3.3.1.13,7]decane bromide), Cl (hydrochloric acid). Solvent: C(C)O (ethanol), C(C)O (ethanol). Reaction conditions: temperature 0 celsius. The product is Cl (HCl), NCC(=O)C1=CC=CC=C1 (2-Amino-1-phenylethanone). Yield: 129.3%. Reaction SMILES: [Br-].[O:2]=[C:3]([C:15]1[CH:20]=[CH:19][CH:18]=[CH:17][CH:16]=1)[CH2:4][N+:5]12CN3CN(CN(C3)C1)C2.[ClH:21]>C(O)C>[ClH:21].[NH2:5][CH2:4][C:3]([C:15]1[CH:20]=[CH:19][CH:18]=[CH:17][CH:16]=1)=[O:2] |f:0.1|. Procedure: 1-(2-oxo-2-phenylethyl)-3,5,7-triaza-1-azoniatricyclo[3.3.1.13,7]decane bromide (3.3 g, 9.73 mmol) was suspended in a mixture of ethanol (50 mL) and hydrochloric acid (4.93 mL, 58.4 mmol) and heated at reflux in ethanol (50 mL) for 1.5 hours. The mixture was cooled to 0° C., filtered, and washed by ethanol (30 mL). The organic phase was evaporated to afford an HCl salt of the title compound (1.7 g) as a pale yellow solid. LC-MS (ES) m/z=136 [M+H]+. Reactants: CS(=O)(=O)C1=CC=C(C=C1)C1=CSC2=C1N=CN=C2N2CCN(CC2)C(=O)OC(C)(C)C (tert-butyl 4-(7-(4-methanesulfonyl-phenyl)thieno[3,2-d]pyrimidin-4-yl)piperazine-1-carboxylate), ClC1=NC=C(C=N1)CC (2-chloro-5-ethylpyrimidine). The product is C(C)C=1C=NC(=NC1)N1CCN(CC1)C=1C2=C(N=CN1)C(=CS2)C2=CC=C(C=C2)S(=O)(=O)C (4-(4-(5-ethylpyrimidin-2-yl)piperazin-1-yl)-7-(4-methanesulfonyl-phenyl)thieno[3,2-d]pyrimidine). RXN SMILES: [CH3:1][S:2]([C:5]1[CH:10]=[CH:9][C:8]([C:11]2[C:15]3[N:16]=[CH:17][N:18]=[C:19]([N:20]4[CH2:25][CH2:24][N:23]([C:26](OC(C)(C)C)=O)[CH2:22][CH2:21]4)[C:14]=3[S:13][CH:12]=2)=[CH:7][CH:6]=1)(=[O:4])=[O:3].ClC1[N:39]=[CH:38][C:37]([CH2:40][CH3:41])=[CH:36][N:35]=1>>[CH2:40]([C:37]1[CH:36]=[N:35][C:26]([N:23]2[CH2:24][CH2:25][N:20]([C:19]3[C:14]4[S:13][CH:12]=[C:11]([C:8]5[CH:7]=[CH:6][C:5]([S:2]([CH3:1])(=[O:4])=[O:3])=[CH:10][CH:9]=5)[C:15]=4[N:16]=[CH:17][N:18]=3)[CH2:21][CH2:22]2)=[N:39][CH:38]=1)[CH3:41]. Procedure: The compound obtained in Example 10 was deprotected as in Step 5-3), and subjected to a reaction with 2-chloro-5-ethylpyrimidine under conditions similar to Example 1 to obtain the title compound. Starting materials: CC1(C(C1C(C(C(F)(F)F)(Cl)Cl)OC(C)=O)C(=O)OCC)C (ethyl 2,2-dimethyl-3-(1-acetoxy-2,2-dichloro-3,3,3-trifluoropropyl)cyclopropanecarboxylate), [Cl-].[NH4+] (ammonium chloride). The reagents and catalysts are [Zn] (zinc). Run in CN(C)C=O (DMF). Conditions: temperature 50 celsius, time 4 hour. Product: CC1(C(C1C=C(C(F)(F)F)Cl)C(=O)OCC)C (ethyl 2,2-dimethyl-3-(2-chloro-3,3,3-trifluoro-1-propenyl)-cyclopropane carboxylate). Yield: 85.7%. Reaction SMILES: [CH3:1][C:2]1([CH3:22])[CH:4]([CH:5](OC(=O)C)[C:6](Cl)([Cl:11])[C:7]([F:10])([F:9])[F:8])[CH:3]1[C:17]([O:19][CH2:20][CH3:21])=[O:18].[Cl-].[NH4+]>CN(C=O)C.[Zn]>[CH3:1][C:2]1([CH3:22])[CH:4]([CH:5]=[C:6]([Cl:11])[C:7]([F:8])([F:9])[F:10])[CH:3]1[C:17]([O:19][CH2:20][CH3:21])=[O:18] |f:1.2|. Procedure details: To a solution of 183 mg (0.500 mmol) of ethyl 2,2-dimethyl-3-(1-acetoxy-2,2-dichloro-3,3,3-trifluoropropyl)cyclopropanecarboxylate obtained in Example 9, in 0.5 ml of DMF, 35 mg (0.54 mmol) of zinc powder was added, and the mixture was stirred at 50° C. for 4 hours. After an addition of 1 ml of a saturated ammonium chloride aqueous solution, the mixture was extracted with diethyl ether (1 ml×5 times). The extract was dried over anhydrous magnesium sulfate, then filtered and concentrated under re...